Dataset: the Open Reaction Database (ORD), a public repository of structured organic reaction records. Task: describe an organic reaction: reactants, conditions, products, and yield Reactants: CC(C)(C)OC(=O)NCC(C(=O)Nc1ccc2cnccc2c1)c1ccc(CO[Si](C)(C)C(C)(C)C)s1, CCCC[N+](CCCC)(CCCC)CCCC, C1CCOC1, CCOC(C)=O, [F-]. Yields the product CC(C)(C)OC(=O)NCC(C(=O)Nc1ccc2cnccc2c1)c1ccc(CO)s1. Reaction SMILES: [C:1]([Si:2]([CH3:3])([CH3:4])[O:6][CH2:7][c:8]1[cH:9][cH:10][c:11]([CH:13]([CH2:14][NH:15][C:16]([O:17][C:18]([CH3:19])([CH3:20])[CH3:21])=[O:22])[C:23](=[O:24])[NH:25][c:26]2[cH:27][c:28]3[cH:29][cH:30][n:31][cH:32][c:33]3[cH:34][cH:35]2)[s:12]1)([CH3:5])([CH3:36])[CH3:37].[CH2:39]([N+:40]([CH2:41][CH2:42][CH2:43][CH3:44])([CH2:45][CH2:46][CH2:47][CH3:48])[CH2:49][CH2:50][CH2:51][CH3:52])[CH2:53][CH2:54][CH3:55].[CH2:62]1[O:63][CH2:64][CH2:65][CH2:66]1.[CH3:56][CH2:57][O:58][C:59]([CH3:60])=[O:61].[F-:38]>>[OH:6][CH2:7][c:8]1[cH:9][cH:10][c:11]([CH:13]([CH2:14][NH:15][C:16]([O:17][C:18]([CH3:19])([CH3:20])[CH3:21])=[O:22])[C:23](=[O:24])[NH:25][c:26]2[cH:27][c:28]3[cH:29][cH:30][n:31][cH:32][c:33]3[cH:34][cH:35]2)[s:12]1. Reactants: CC(=O)NC(C)c1ccc(N2CC(Oc3ccc(OCc4ccccc4)cc3)C2)cc1, CO. Yields the product CC(=O)NC(C)c1ccc(N2CC(Oc3ccc(O)cc3)C2)cc1. Reaction SMILES: [CH2:1]([c:2]1[cH:3][cH:4][cH:5][cH:6][cH:7]1)[O:8][c:9]1[cH:10][cH:11][c:12]([O:13][CH:14]2[CH2:15][N:16]([c:18]3[cH:19][cH:20][c:21]([CH:24]([CH3:25])[NH:26][C:27]([CH3:28])=[O:29])[cH:22][cH:23]3)[CH2:17]2)[cH:30][cH:31]1.[CH3:32][OH:33]>>[OH:8][c:9]1[cH:10][cH:11][c:12]([O:13][CH:14]2[CH2:15][N:16]([c:18]3[cH:19][cH:20][c:21]([CH:24]([CH3:25])[NH:26][C:27]([CH3:28])=[O:29])[cH:22][cH:23]3)[CH2:17]2)[cH:30][cH:31]1. Starting materials: C[Si](C)(C)C=[N+]=[N-], CO, O=C(O)c1cc2sccc2[nH]1. The product is COC(=O)c1cc2sccc2[nH]1. RXN SMILES: [CH3:12][Si:13]([CH:14]=[N+:15]=[N-:16])([CH3:17])[CH3:18].[CH3:19][OH:20].[s:1]1[cH:2][cH:3][c:4]2[nH:5][c:6]([C:9](=[O:10])[OH:11])[cH:7][c:8]12>>[s:1]1[cH:2][cH:3][c:4]2[nH:5][c:6]([C:9](=[O:10])[O:11][CH3:12])[cH:7][c:8]12. The reactants are [OH-].[Na+] (NaOH), Cl (HCl), NC1=C2C=CC=NC2=CC=C1OC1=C(C=C(C=C1)CC(=O)OCC)OC (Ethyl 2-(4-(5-aminoquinolin-6-yloxy)-3-methoxyphenyl)acetate), N1=C(C=CC=C1C)C (2,6-lutidine), ClC1=CC=C(C=C1)S(=O)(=O)Cl (4-chlorobenzenesulfonyl chloride). Run in O (water), CCOC(=O)C (EtOAc), C1CCOC1 (THF). Run at temperature 70 celsius, time 8 hour. The product is ClC1=CC=C(C=C1)S(=O)(=O)NC1=C2C=CC=NC2=CC=C1OC1=C(C=C(C=C1)CC(=O)O)OC (2-(4-(5-(4-Chlorophenylsulfonamido)quinolin-6-yloxy)-3-methoxyphenyl)acetic acid). As a reaction SMILES: [NH2:1][C:2]1[C:11]([O:12][C:13]2[CH:18]=[CH:17][C:16]([CH2:19][C:20]([O:22]CC)=[O:21])=[CH:15][C:14]=2[O:25][CH3:26])=[CH:10][CH:9]=[C:8]2[C:3]=1[CH:4]=[CH:5][CH:6]=[N:7]2.N1C(C)=CC=CC=1C.[Cl:35][C:36]1[CH:41]=[CH:40][C:39]([S:42](Cl)(=[O:44])=[O:43])=[CH:38][CH:37]=1.[OH-].[Na+].Cl>C1COCC1.CCOC(C)=O.O>[Cl:35][C:36]1[CH:41]=[CH:40][C:39]([S:42]([NH:1][C:2]2[C:11]([O:12][C:13]3[CH:18]=[CH:17][C:16]([CH2:19][C:20]([OH:22])=[O:21])=[CH:15][C:14]=3[O:25][CH3:26])=[CH:10][CH:9]=[C:8]3[C:3]=2[CH:4]=[CH:5][CH:6]=[N:7]3)(=[O:44])=[O:43])=[CH:38][CH:37]=1 |f:3.4|. Procedure: To 24.4 (36 mg, 0.1 mmol) and 2,6-lutidine (0.024 mL, 0.2 mmol) in THF (0.5 mL) was added 4-chlorobenzenesulfonyl chloride (26 mg, 0.12 mmol). The mixture was stirred at 70° C. overnight. After cooling, water (1 mL) and 10N NaOH (0.5 mL) were added. The mixture was stirred at room temperature for 5 h. 3N HCl (1.7 mL) and EtOAc were added to the mixture, and the organic layer was separated, dried with MgSO4 and concentrated. Flash column chromatography of the residue afforded 24. MS ESI (pos.) m/...